Task: describe an organic reaction: reactants, conditions, products, and yield. Dataset: the Open Reaction Database (ORD), a public repository of structured organic reaction records Reactants: NC(=O)CCC(=O)NBr, O=C(OOC(=O)c1ccccc1)c1ccccc1, ClC(Cl)(Cl)Cl, COC(=O)c1c(C)cc(F)cc1I. Product: COC(=O)c1c(I)cc(F)cc1CBr. Reaction SMILES: [Br:14][NH:15][C:16](=[O:17])[CH2:18][CH2:19][C:20]([NH2:21])=[O:22].[C:23]([O:24][O:25][C:26](=[O:27])[c:28]1[cH:29][cH:30][cH:31][cH:32][cH:33]1)(=[O:34])[c:35]1[cH:36][cH:37][cH:38][cH:39][cH:40]1.[C:41]([Cl:42])([Cl:43])([Cl:44])[Cl:45].[CH3:1][O:2][C:3]([c:4]1[c:5]([I:12])[cH:6][c:7]([F:11])[cH:8][c:9]1[CH3:10])=[O:13]>>[CH3:1][O:2][C:3]([c:4]1[c:5]([I:12])[cH:6][c:7]([F:11])[cH:8][c:9]1[CH2:10][Br:14])=[O:13]. Reactants: C1COCCO1, C=Cc1ccc2c(c1)C(=O)N(C)CC2, [O-][I+3]([O-])([O-])[O-], [Na+], O. Yields the product CN1CCc2ccc(C=O)cc2C1=O. RXN SMILES: [CH2:21]1[O:22][CH2:23][CH2:24][O:25][CH2:26]1.[CH:1](=[CH2:2])[c:3]1[cH:4][cH:5][c:6]2[c:11]([cH:12]1)[C:10](=[O:13])[N:9]([CH3:14])[CH2:8][CH2:7]2.[I+3:15]([O-:16])([O-:17])([O-:18])[O-:19].[Na+:20].[OH2:27]>>[CH:1]([c:3]1[cH:4][cH:5][c:6]2[c:11]([cH:12]1)[C:10](=[O:13])[N:9]([CH3:14])[CH2:8][CH2:7]2)=[O:16]. As a reaction SMILES: [N:1]([C:4]1[CH:5]=[C:6]2[C@@:17]3([CH2:22][CH2:21][O:20][C:19]([NH2:23])=[N:18]3)[C:16]3[C:11](=[N:12][CH:13]=[C:14]([Br:24])[CH:15]=3)[O:10][C:7]2=[CH:8][CH:9]=1)=[N+]=[N-].[B-].[Na+].[BH4-].[Na+].O>CO.CCOC(C)=O>[Br:24][C:14]1[CH:15]=[C:16]2[C@:17]3([CH2:22][CH2:21][O:20][C:19]([NH2:23])=[N:18]3)[C:6]3[C:7](=[CH:8][CH:9]=[C:4]([NH2:1])[CH:5]=3)[O:10][C:11]2=[N:12][CH:13]=1 |f:1.2,3.4|. Yields the product BrC=1C=C2C(=NC1)OC1=CC=C(C=C1[C@]21N=C(OCC1)N)N ((S)-3-bromo-5′,6′-dihydrospiro[chromeno[2,3-b]pyridine-5,4′-[1,3]oxazine]-2′,7-diamine). Starting materials: [BH4-].[Na+] (NaBH4), [BH4-].[Na+] (NaBH4), O (Water), N(=[N+]=[N-])C=1C=C2C(=CC1)OC1=NC=C(C=C1[C@@]21N=C(OCC1)N)Br ((S)-7-azido-3-bromo-5′,6′-dihydrospiro[chromeno[2,3-b]pyridine-5,4′-[1,3]oxazin]-2′-amine), [B-].[Na+] (sodium borohydrate). Conditions: time 1 hour. Procedure details: (S)-7-azido-3-bromo-5′,6′-dihydrospiro[chromeno[2,3-b]pyridine-5,4′-[1,3]oxazin]-2′-amine (200 mg, 0.517 mmol) was dissolved in MeOH (2 mL) and sodium borohydrate (195 mg, 5.17 mmol) was added at rt. After 1 h, additional MeOH (2 mL) and 10 equiv of NaBH4 were added at rt. The reaction mixture was allowed to stir overnight. Additional MeOH (2 mL) and 10 equiv of NaBH4 were added and the reaction was allowed to stir for 1 h. Water was added, followed by EtOAc. The organic phase was separated, dri... Solvent: CO (MeOH), CO (MeOH), CO (MeOH), CCOC(=O)C (EtOAc). Starting materials: CC(=O)C1=CC=C(C=C1)N (4-aminoacetophenone), [N-]=C=O.COC([C@@H](N)[C@@H](C)CC)=O (isoleucine methyl ester isocyanate), Cl.NO (hydroxylamine hydrochloride), C(OC)(OC)OC (trimethyl orthoformate). The solvent is C1CCOC1 (THF), C1CCOC1 (THF), N1=CC=CC=C1 (pyridine). Reaction conditions: time 3 hour. Product: ON=C(C)C1=CC=C(C=C1)NC(=O)NC(C(CC)C)C(=O)OC (N-[4-(1-hydroxyiminoethyl)phenyl]-N'-(1-methoxycarbonyl-2-methylbutyl)urea). RXN SMILES: [CH3:1][C:2]([C:4]1[CH:9]=[CH:8][C:7]([NH2:10])=[CH:6][CH:5]=1)=O.[N-:11]=[C:12]=[O:13].[CH3:14][O:15][C:16](=[O:23])[C@H:17]([C@H:19]([CH2:21][CH3:22])[CH3:20])N.Cl.[NH2:25][OH:26].C(OC)(OC)OC>C1COCC1.N1C=CC=CC=1>[OH:26][N:25]=[C:2]([C:4]1[CH:9]=[CH:8][C:7]([NH:10][C:12]([NH:11][CH:17]([C:16]([O:15][CH3:14])=[O:23])[CH:19]([CH3:20])[CH2:21][CH3:22])=[O:13])=[CH:6][CH:5]=1)[CH3:1] |f:1.2,3.4|. Procedure details: A solution of 0.02 mol 4-aminoacetophenone in 40 mL THF is added dropwise to a solution of 0.02 mol of isoleucine methyl ester isocyanate and 5 mL pyridine in 40 mL THF, and the reaction mixture is stirred for 3 hours. The solvent is then removed by rotary evaporator. The residue is dispersed in 50 mL CH3OH, and 0.022 mol hydroxylamine hydrochloride and 0.06 mol trimethyl orthoformate are added. The reaction mixture is heated to reflux for 1 hour. The solvent is removed by rotary evaporator. Add... Reactants: CC(=O)[O-], CC(=O)[O-], Cc1ccccc1, COc1cccc(OC)c1-c1ccccc1P(C1CCCCC1)C1CCCCC1, OCc1ccc(C(F)(F)F)c(Cl)c1, [K+], [K+], [K+], O, O=P([O-])([O-])[O-], [Pd+2], OB(O)Oc1ccccc1. Yields the product OCc1ccc(C(F)(F)F)c(-c2ccccc2)c1. RXN SMILES: [C:68]([O-:69])(=[O:70])[CH3:71].[C:73]([O-:74])(=[O:75])[CH3:76].[CH3:61][c:62]1[cH:63][cH:64][cH:65][cH:66][cH:67]1.[CH:32]1([P:33]([CH:34]2[CH2:35][CH2:36][CH2:37][CH2:38][CH2:39]2)[c:40]2[cH:41][cH:42][cH:43][cH:44][c:45]2-[c:46]2[c:47]([O:48][CH3:49])[cH:50][cH:51][cH:52][c:53]2[O:54][CH3:55])[CH2:56][CH2:57][CH2:58][CH2:59][CH2:60]1.[Cl:1][c:2]1[cH:3][c:4]([CH2:12][OH:13])[cH:5][cH:6][c:7]1[C:8]([F:9])([F:10])[F:11].[K+:29].[K+:30].[K+:31].[OH2:77].[P:24]([O-:25])([O-:26])([O-:27])=[O:28].[Pd+2:72].[c:14]1([O:20][B:21]([OH:22])[OH:23])[cH:15][cH:16][cH:17][cH:18][cH:19]1>>[c:2]1(-[c:14]2[cH:15][cH:16][cH:17][cH:18][cH:19]2)[cH:3][c:4]([CH2:12][OH:13])[cH:5][cH:6][c:7]1[C:8]([F:9])([F:10])[F:11]. Starting materials: Cc1c(-c2ccccc2)c(C2CCC(O)C2)c2oc(C3CC3)nc2c1C#N, ClCCl, [Na+], [Na+], [Na+], O=C([O-])O, O=S([O-])([O-])=S. Yields the product Cc1c(-c2ccccc2)c(C2CCC(=O)C2)c2oc(C3CC3)nc2c1C#N. RXN SMILES: [CH:1]1([c:4]2[o:5][c:6]3[c:7]([n:8]2)[c:9]([C:26]#[N:27])[c:10]([CH3:25])[c:11](-[c:19]2[cH:20][cH:21][cH:22][cH:23][cH:24]2)[c:12]3[CH:13]2[CH2:14][CH:15]([OH:18])[CH2:16][CH2:17]2)[CH2:2][CH2:3]1.[Cl:40][CH2:41][Cl:42].[Na+:33].[Na+:34].[Na+:35].[OH:36][C:37](=[O:38])[O-:39].[S:28]([O-:29])([O-:30])(=[O:31])=[S:32]>>[CH:1]1([c:4]2[o:5][c:6]3[c:7]([n:8]2)[c:9]([C:26]#[N:27])[c:10]([CH3:25])[c:11](-[c:19]2[cH:20][cH:21][cH:22][cH:23][cH:24]2)[c:12]3[CH:13]2[CH2:14][C:15](=[O:18])[CH2:16][CH2:17]2)[CH2:2][CH2:3]1. The reactants are O=C([O-])[O-], CN(C)CCCl, Cl, [K+], [K+], O=C1CCc2cc([N+](=O)[O-])ccc2N1, CN(C)C=O, O. As a reaction SMILES: [C:22](=[O:23])([O-:24])[O-:25].[Cl:16][CH2:17][CH2:18][N:19]([CH3:20])[CH3:21].[ClH:15].[K+:26].[K+:27].[N+:1](=[O:2])([O-:3])[c:4]1[cH:5][c:6]2[c:11]([cH:12][cH:13]1)[NH:10][C:9](=[O:14])[CH2:8][CH2:7]2.[O:29]=[CH:30][N:31]([CH3:32])[CH3:33].[OH2:28]>>[N+:1](=[O:2])([O-:3])[c:4]1[cH:5][c:6]2[c:11]([cH:12][cH:13]1)[N:10]([CH2:17][CH2:18][N:19]([CH3:20])[CH3:21])[C:9](=[O:14])[CH2:8][CH2:7]2. Product: CN(C)CCN1C(=O)CCc2cc([N+](=O)[O-])ccc21. Starting materials: Cl (hydrochloric acid), FC=1C=CC(=C(C1)C(CC(C(=O)O)(C(F)(F)F)O)(C)C)[N+](=O)[O-] (4-(5-fluoro-2-nitrophenyl)-2-hydroxy-4-methyl-2-trifluoromethylvaleric acid), S(=O)(Cl)Cl (thionyl chloride), NC=1C=C2COC(=O)C2=CC1 (5-aminophthalide). The solvent is C(C)(=O)OCC (ethyl acetate), CC(=O)N(C)C (dimethyl acetamide). Run at temperature 0 celsius, time 45 minute. Product: FC=1C=CC(=C(C1)C(CC(C(=O)NC=1C=C2COC(=O)C2=CC1)(C(F)(F)F)O)(C)C)[N+](=O)[O-] (5-[4-(5-fluoro-2-nitrophenyl)-2-hydroxy-4-methyl-2-trifluoromethylvaleroylamino]phthalide). Isolated yield 22.6%. As a reaction SMILES: [F:1][C:2]1[CH:3]=[CH:4][C:5]([N+:21]([O-:23])=[O:22])=[C:6]([C:8]([CH3:20])([CH3:19])[CH2:9][C:10]([OH:18])([C:14]([F:17])([F:16])[F:15])[C:11]([OH:13])=O)[CH:7]=1.S(Cl)(Cl)=O.[NH2:28][C:29]1[CH:30]=[C:31]2[C:36](=[CH:37][CH:38]=1)[C:34](=[O:35])[O:33][CH2:32]2.Cl>CC(N(C)C)=O.C(OCC)(=O)C>[F:1][C:2]1[CH:3]=[CH:4][C:5]([N+:21]([O-:23])=[O:22])=[C:6]([C:8]([CH3:19])([CH3:20])[CH2:9][C:10]([OH:18])([C:14]([F:15])([F:17])[F:16])[C:11]([NH:28][C:29]2[CH:30]=[C:31]3[C:36](=[CH:37][CH:38]=2)[C:34](=[O:35])[O:33][CH2:32]3)=[O:13])[CH:7]=1. Procedure details: 255 mg of 4-(5-fluoro-2-nitrophenyl)-2-hydroxy-4-methyl-2-trifluoromethylvaleric acid in 3 ml of dimethyl acetamide is mixed at 0° C. with 0.105 ml of thionyl chloride, stirred for 30 minutes at 0° C. and 45 minutes at room temperature and combined with 300 mg of 5-aminophthalide. After 16 hours at room temperature, it is mixed with 2 M hydrochloric acid and ethyl acetate, the organic phase is washed neutral with water, dried (Na2SO4) and concentrated by evaporation. After chromatography on sili...